Dataset: the Open Reaction Database (ORD), a public repository of structured organic reaction records. Task: describe an organic reaction: reactants, conditions, products, and yield Reactants: CC(COS(C)(=O)=O)NC(=O)OC(C)(C)C, C1COCCN1, CC#N, [K+], [K+], O=C([O-])[O-]. Product: CC(CN1CCOCC1)NC(=O)OC(C)(C)C. Reaction SMILES: [C:1]([CH3:2])([CH3:3])([CH3:4])[O:5][C:6](=[O:7])[NH:8][CH:9]([CH2:10][O:11][S:12]([CH3:13])(=[O:14])=[O:15])[CH3:16].[CH2:17]1[CH2:18][O:19][CH2:20][CH2:21][NH:22]1.[CH3:29][C:30]#[N:31].[K+:23].[K+:24].[O-:25][C:26]([O-:27])=[O:28]>>[C:1]([CH3:2])([CH3:3])([CH3:4])[O:5][C:6](=[O:7])[NH:8][CH:9]([CH2:10][N:22]1[CH2:17][CH2:18][O:19][CH2:20][CH2:21]1)[CH3:16]. The reactants are BrCC=1C=CC(=C(C(=O)NCC23CC4CC(CC(C2)C4)C3)C1)Cl (5-bromomethyl-2-chloro-N-(tricyclo[3.3.1.13,7]dec-1-ylmethyl)-benzamide), C(C)(C)(C)OC(=O)N1CCNCC1 (1-tertbutyloxycarbonylpiperazine), C(C)(C)N(CC)C(C)C (diisopropylethylamine). The solvent is CN(C=O)C (dimethylformamide), O (water). Run at temperature 60 celsius. Product: ClC1=C(C(=O)NCC23CC4CC(CC(C2)C4)C3)C=C(C=C1)CN1CCN(CC1)C(=O)OC(C)(C)C (2-Chloro-5-(4-[{1,1-dimethylethyl}oxycarbonyl]-piperazin-1-yl)methyl-N-(tricyclo[3.3.1.13,7]dec-1-ylmethyl)-benzamide). Isolated yield 68.1%. As a reaction SMILES: Br[CH2:2][C:3]1[CH:4]=[CH:5][C:6]([Cl:23])=[C:7]([CH:22]=1)[C:8]([NH:10][CH2:11][C:12]12[CH2:21][CH:16]3[CH2:17][CH:18]([CH2:20][CH:14]([CH2:15]3)[CH2:13]1)[CH2:19]2)=[O:9].[C:24]([O:28][C:29]([N:31]1[CH2:36][CH2:35][NH:34][CH2:33][CH2:32]1)=[O:30])([CH3:27])([CH3:26])[CH3:25].C(N(C(C)C)CC)(C)C>CN(C)C=O.O>[Cl:23][C:6]1[CH:5]=[CH:4][C:3]([CH2:2][N:34]2[CH2:33][CH2:32][N:31]([C:29]([O:28][C:24]([CH3:27])([CH3:26])[CH3:25])=[O:30])[CH2:36][CH2:35]2)=[CH:22][C:7]=1[C:8]([NH:10][CH2:11][C:12]12[CH2:21][CH:16]3[CH2:15][CH:14]([CH2:20][CH:18]([CH2:17]3)[CH2:19]1)[CH2:13]2)=[O:9]. Reported procedure: A mixture of 5-bromomethyl-2-chloro-N-(tricyclo[3.3.1.13,7]dec-1-ylmethyl)-benzamide (Example 8b, 0.130 g), 1-tertbutyloxycarbonylpiperazine (0.074 g) and diisopropylethylamine (6.3 ml) in dimethylformamide (3 ml) was heated at 60° C. for 3 h. The mixture was diluted with water (10 ml) and extracted with ethyl acetate (3×10 ml). The organic layer was dried over magnesium sulfate, filtered and the filtrate concentrated under reduced pressure. The crude material was purified on a silica gel elutin... Starting materials: C, C1CCOC1, COC(=O)c1c(-c2ccccc2)c2cc(Br)ccc2c(=O)n1Cc1ccc2c(c1)OCO2, CO, [H][H], [Pd]. Yields the product COC(=O)c1c(-c2ccccc2)c2ccccc2c(=O)n1Cc1ccc2c(c1)OCO2. Reaction SMILES: [C:37].[CH2:39]1[O:40][CH2:41][CH2:42][CH2:43]1.[CH3:1][O:2][C:3](=[O:4])[c:5]1[n:6]([CH2:23][c:24]2[cH:25][c:26]3[c:27]([cH:31][cH:32]2)[O:28][CH2:29][O:30]3)[c:7](=[O:22])[c:8]2[cH:9][cH:10][c:11]([Br:21])[cH:12][c:13]2[c:14]1-[c:15]1[cH:16][cH:17][cH:18][cH:19][cH:20]1.[CH3:33][OH:34].[H:35][H:36].[Pd:38]>>[CH3:1][O:2][C:3](=[O:4])[c:5]1[n:6]([CH2:23][c:24]2[cH:25][c:26]3[c:27]([cH:31][cH:32]2)[O:28][CH2:29][O:30]3)[c:7](=[O:22])[c:8]2[cH:9][cH:10][cH:11][cH:12][c:13]2[c:14]1-[c:15]1[cH:16][cH:17][cH:18][cH:19][cH:20]1. Starting materials: C=O, O=CO, Cl, [Na+], [OH-], O, Cc1ccc(C23CNCC2C3)cc1. Product: Cl, Cc1ccc(C23CC2CN(C)C3)cc1. As a reaction SMILES: [CH2:18]=[O:19].[CH:20]([OH:21])=[O:22].[ClH:1].[Na+:17].[OH-:16].[OH2:15].[c:2]1([CH3:14])[cH:3][cH:4][c:5]([C:8]23[CH2:9][NH:10][CH2:11][CH:12]2[CH2:13]3)[cH:6][cH:7]1>>[ClH:1].[c:2]1([CH3:14])[cH:3][cH:4][c:5]([C:8]23[CH2:9][N:10]([CH3:18])[CH2:11][CH:12]2[CH2:13]3)[cH:6][cH:7]1. The reactants are CCOC(=O)C(C)(C)NC(=O)c1cccc(C2=NC(C)(C)Cc3c(CC#N)c(OC)c4c(c32)CC(C)(C)O4)c1, CCO, Cl, [Na+], [OH-]. Yields the product Cl, COc1c(CC#N)c2c(c3c1OC(C)(C)C3)C(c1cccc(C(=O)NC(C)(C)C(=O)O)c1)=NC(C)(C)C2. As a reaction SMILES: [CH2:3]([CH3:4])[O:5][C:6]([C:7]([NH:8][C:9]([c:10]1[cH:11][c:12]([C:16]2=[N:17][C:18]([CH3:36])([CH3:37])[CH2:19][c:20]3[c:21]([CH2:33][C:34]#[N:35])[c:22]([O:31][CH3:32])[c:23]4[c:24]([c:25]32)[CH2:26][C:27]([CH3:29])([CH3:30])[O:28]4)[cH:13][cH:14][cH:15]1)=[O:38])([CH3:39])[CH3:40])=[O:41].[CH3:43][CH2:44][OH:45].[ClH:42].[Na+:2].[OH-:1]>>[ClH:42].[O:5]=[C:6]([C:7]([NH:8][C:9]([c:10]1[cH:11][c:12]([C:16]2=[N:17][C:18]([CH3:36])([CH3:37])[CH2:19][c:20]3[c:21]([CH2:33][C:34]#[N:35])[c:22]([O:31][CH3:32])[c:23]4[c:24]([c:25]32)[CH2:26][C:27]([CH3:29])([CH3:30])[O:28]4)[cH:13][cH:14][cH:15]1)=[O:38])([CH3:39])[CH3:40])[OH:41]. Starting materials: ClC=1C=C(C=C(C1)Cl)SC1=C(N=C(N1C)COCC1=CC=C(C=C1)OC)C(C)C (5-(3,5-dichlorophenylthio)-1-methyl-4-isopropyl-2-(p-methoxybenzyloxymethyl)-1H-imidazole), Cl (hydrochloric acid). The solvent is C(C)O (ethanol). The product is ClC=1C=C(C=C(C1)Cl)SC1=C(N=C(N1C)CO)C(C)C ([5-(3,5-dichlorophenylthio)-4-isopropyl-1-methyl-1H-imidazol-2-yl]methanol). Yield: 94.6%. RXN SMILES: [Cl:1][C:2]1[CH:3]=[C:4]([S:9][C:10]2[N:14]([CH3:15])[C:13]([CH2:16][O:17]CC3C=CC(OC)=CC=3)=[N:12][C:11]=2[CH:27]([CH3:29])[CH3:28])[CH:5]=[C:6]([Cl:8])[CH:7]=1.Cl>C(O)C>[Cl:8][C:6]1[CH:5]=[C:4]([S:9][C:10]2[N:14]([CH3:15])[C:13]([CH2:16][OH:17])=[N:12][C:11]=2[CH:27]([CH3:29])[CH3:28])[CH:3]=[C:2]([Cl:1])[CH:7]=1. Reported procedure: (6)In 45 ml of ethanol was dissolved 9.10 g (20.1 mmol)of 5-(3,5-dichlorophenylthio)-1-methyl-4-isopropyl-2-(p-methoxybenzyloxymethyl)-1H-imidazole (17b), followed by addition of 90 ml of 6N-hydrochloric acid, and the mixture was refluxed for 1 hour. This reaction mixture was concentrated under reduced pressure to remove ethanol and the residue forming a couple of layers was extracted twice with n-hexane to remove p-methoxybenzyl chloride. The aqueous layer was extracted with methylene chloride ...